From a dataset of the Open Reaction Database (ORD), a public repository of structured organic reaction records. describe an organic reaction: reactants, conditions, products, and yield The reactants are CS(=O)(=O)OCCNc1nonc1-c1noc(=O)n1-c1cccc(C(F)(F)F)c1, CN(C)C=O, [N-]=[N+]=[N-], [Na+], O. Yields the product [N-]=[N+]=NCCNc1nonc1-c1noc(=O)n1-c1cccc(C(F)(F)F)c1. As a reaction SMILES: [CH3:1][S:2]([O:3][CH2:6][CH2:7][NH:8][c:9]1[n:10][o:11][n:12][c:13]1-[c:14]1[n:15][o:16][c:17](=[O:29])[n:18]1-[c:19]1[cH:20][c:21]([C:25]([F:26])([F:27])[F:28])[cH:22][cH:23][cH:24]1)(=[O:4])=[O:5].[CH3:35][N:36]([CH3:37])[CH:38]=[O:39].[N-:31]=[N+:32]=[N-:33].[Na+:30].[OH2:34]>>[CH2:6]([CH2:7][NH:8][c:9]1[n:10][o:11][n:12][c:13]1-[c:14]1[n:15][o:16][c:17](=[O:29])[n:18]1-[c:19]1[cH:20][c:21]([C:25]([F:26])([F:27])[F:28])[cH:22][cH:23][cH:24]1)[N:31]=[N+:32]=[N-:33]. Starting materials: OP(O)(=O)OP(=O)(O)OP(=O)(O)O.[N+](=O)([O-])C=1C=C2C=CNC2=CC1 (5-nitro-indole triphosphate), NC=1C=C2C=CNC2=CC1 (5-amino-indole). The product is OP(O)(=O)OP(=O)(O)OP(=O)(O)O.NC=1NC2=CC=CC=C2C1 (Amino-indole triphosphate). RXN SMILES: [OH:1][P:2]([O:5][P:6]([O:9][P:10]([OH:13])([OH:12])=[O:11])([OH:8])=[O:7])(=[O:4])[OH:3].[N+]([C:17]1[CH:18]=[C:19]2[C:23](=[CH:24][CH:25]=1)[NH:22][CH:21]=[CH:20]2)([O-])=O.[NH2:26]C1C=C2C(=CC=1)NC=C2>>[OH:13][P:10]([O:9][P:6]([O:5][P:2]([OH:4])([OH:3])=[O:1])([OH:8])=[O:7])(=[O:11])[OH:12].[NH2:26][C:21]1[NH:22][C:23]2[C:19]([CH:20]=1)=[CH:18][CH:17]=[CH:25][CH:24]=2 |f:0.1,3.4|. Reported procedure: Amino-indole triphosphate was prepared from 5-nitro-indole triphosphate by hydrogenation reaction. The extinction coefficient for 5-amino-indole is 5830 M−1 cm−1 at 270 nm. The reactants are C1N[C@@H](CC=2C3=CC=CC=C3NC12)C(=O)OCC (ethyl (3S)-1,2,3,4-tetrahydro-β-carboline-3-carboxylate), O.NN (hydrazine hydrate). Solvent: CN(C=O)C (dimethylformamide). Run at time 8 hour. Yields the product C1N[C@@H](CC=2C3=CC=CC=C3NC12)C(=O)NN ((3S)-1,2,3,4-Tetrahydro-β-carboline-3-carboxylic acid hydrazide). Isolated yield 74.0%. RXN SMILES: [CH2:1]1[C:13]2[NH:12][C:11]3[C:6](=[CH:7][CH:8]=[CH:9][CH:10]=3)[C:5]=2[CH2:4][C@@H:3]([C:14]([O:16]CC)=O)[NH:2]1.O.[NH2:20][NH2:21]>CN(C)C=O>[CH2:1]1[C:13]2[NH:12][C:11]3[C:6](=[CH:7][CH:8]=[CH:9][CH:10]=3)[C:5]=2[CH2:4][C@@H:3]([C:14]([NH:20][NH2:21])=[O:16])[NH:2]1 |f:1.2|. Reported procedure: A mixture of ethyl (3S)-1,2,3,4-tetrahydro-β-carboline-3-carboxylate (4.9 g), hydrazine hydrate (10 ml) and dimethylformamide (50 ml) is allowed to stand at room temperature overnight. The reaction mixture is is distilled under reduced pressure to remove the solvent. The residue is treated with ethyl acetate to give the title compound (3.40 g, 74%) as powder. The reactants are BrB(Br)Br, ClCCl, ClCCl, COc1ccc2c(C(C)NC(C)=O)noc2c1, CCOC(C)=O, Cc1ccccc1. RXN SMILES: [B:21]([Br:22])([Br:23])[Br:24].[CH2:18]([Cl:19])[Cl:20].[CH2:25]([Cl:26])[Cl:27].[CH3:1][O:2][c:3]1[cH:4][c:5]2[c:6]([c:7]([CH:10]([CH3:11])[NH:12][C:13]([CH3:14])=[O:15])[n:8][o:9]2)[cH:16][cH:17]1.[CH3:28][CH2:29][O:30][C:31](=[O:32])[CH3:33].[CH3:34][c:35]1[cH:36][cH:37][cH:38][cH:39][cH:40]1>>[OH:2][c:3]1[cH:4][c:5]2[c:6]([c:7]([CH:10]([CH3:11])[NH:12][C:13]([CH3:14])=[O:15])[n:8][o:9]2)[cH:16][cH:17]1. Yields the product CC(=O)NC(C)c1noc2cc(O)ccc12. Reactants: C(C)(=O)OC(C)C (isopropyl acetate), C(C)O (ethanol), S(O)(O)(=O)=O (sulfuric acid), OC(C(=O)[O-])C1=CC=C(C2=C1SC=C2)O.C(CCC)[NH+](CCCC)CCCC (tributylammonium hydroxy-(4-hydroxy-benzo[b]thiophen-7-yl)-acetate). The reagents and catalysts are S(=O)(=O)([O-])[O-].[Fe+3].S(=O)(=O)([O-])[O-].S(=O)(=O)([O-])[O-].[Fe+3] (iron(III) sulfate). Run in O (water). Reaction conditions: temperature 57.5 celsius. Product: OC1=CC=C(C=2SC=CC21)C=O (4-hydroxy-benzo[b]thiophene-7-carboxaldehyde). Isolated yield 96.7%. Reaction SMILES: [OH:1][CH:2]([C:6]1[C:11]2[S:12][CH:13]=[CH:14][C:10]=2[C:9]([OH:15])=[CH:8][CH:7]=1)C([O-])=O.C([NH+](CCCC)CCCC)CCC.C(O)C.S(=O)(=O)(O)O.C(OC(C)C)(=O)C>S([O-])([O-])(=O)=O.[Fe+3].S([O-])([O-])(=O)=O.S([O-])([O-])(=O)=O.[Fe+3].O>[OH:15][C:9]1[C:10]2[CH:14]=[CH:13][S:12][C:11]=2[C:6]([CH:2]=[O:1])=[CH:7][CH:8]=1 |f:0.1,5.6.7.8.9|. Procedure details: A 750 ml, 4-necked glass flask equipped with a mechanical stirrer, a thermometer, a dropping funnel and an argon inlet was charged under argon with 41.0 g (100 mmol) of tributylammonium hydroxy-(4-hydroxy-benzo[b]thiophen-7-yl)-acetate, 60.5 g (115 mmol) of iron(III) sulfate and a mixture prepared from 60 ml of dry ethanol and 300 ml of 0.4 N sulfuric acid aqueous solution. Then stirring was started and the reaction mixture was heated to 55-60° C. for 5 h. After cooling to room temperature, 300 ... Reactants: FC(OC1=CC=C(N)C=C1)(F)F (4-trifluoromethoxyaniline), ClN1C(CCC1=O)=O (N-chlorosuccinimide). Solvent: C(C)#N (acetonitrile). The product is ClC1=C(N)C=CC(=C1)OC(F)(F)F (2-chloro-4-trifluoromethoxyaniline). RXN SMILES: [F:1][C:2]([F:12])([F:11])[O:3][C:4]1[CH:10]=[CH:9][C:7]([NH2:8])=[CH:6][CH:5]=1.[Cl:13]N1C(=O)CCC1=O>C(#N)C>[Cl:13][C:9]1[CH:10]=[C:4]([O:3][C:2]([F:11])([F:12])[F:1])[CH:5]=[CH:6][C:7]=1[NH2:8]. Procedure: Part A. A solution of 4-trifluoromethoxyaniline (12.0 mL, 88.8 mmol) and N-chlorosuccinimide (13.04 g, 97.7 mmol) in acetonitrile (90 mL) was heated to reflux for 12 h. After cooling, the solution was filtered and evaporated, and the residual material was separated by column chromatography (silica gel, 10:90 ethyl acetate-hexane) to afford the product, 2-chloro-4-trifluoromethoxyaniline, as a liquid. The product was further purified by distillation to afford 18.14 g (85.7 mmol, 97%) pure product...